From a dataset of the Open Reaction Database (ORD), a public repository of structured organic reaction records. describe an organic reaction: reactants, conditions, products, and yield Yield: 89.7%. Procedure details: To a 1 N aqueous solution of sodium hydroxide (230 mL, 0.23 mol), 5-bromo-3-fluoro-2-hydroxybenzaldehyde (45.0 g, 0.21 mol) was added at room temperature, and a 6% hydrogen peroxide solution (225 mL) was added dropwise over five minutes at room temperature. After the reaction mixture was stirred at room temperature for two hours, a saturated aqueous solution of sodium thiosulfate (150 mL) was added thereto at room temperature. The mixture was extracted three times with ethyl acetate (450 mL), th... Reaction conditions: time 2 hour. Reactants: aqueous solution, [OH-].[Na+] (sodium hydroxide), BrC=1C=C(C(=C(C=O)C1)O)F (5-bromo-3-fluoro-2-hydroxybenzaldehyde), OO (hydrogen peroxide). Reaction SMILES: [OH-:1].[Na+].[Br:3][C:4]1[CH:5]=[C:6]([F:13])[C:7]([OH:12])=[C:8]([CH:11]=1)C=O.OO>S([O-])([O-])(=O)=S.[Na+].[Na+]>[Br:3][C:4]1[CH:11]=[C:8]([OH:1])[C:7]([OH:12])=[C:6]([F:13])[CH:5]=1 |f:0.1,4.5.6|. The solvent is S(=S)(=O)([O-])[O-].[Na+].[Na+] (sodium thiosulfate). Product: BrC1=CC(=C(C(=C1)O)O)F (5-Bromo-3-fluorobenzene-1,2-diol).